From a dataset of the Open Reaction Database (ORD), a public repository of structured organic reaction records. describe an organic reaction: reactants, conditions, products, and yield Reactants: solution, P(O)(O)(O)=O (phosphoric acid), N(CCO)(CCO)CCO (triethanolamine). The solvent is O (water). The product is P(=O)(O)(O)O.N(CCO)(CCO)CCO (triethanolamine phosphate). Reaction SMILES: [N:1]([CH2:8][CH2:9][OH:10])([CH2:5][CH2:6][OH:7])[CH2:2][CH2:3][OH:4].[P:11](=[O:15])([OH:14])([OH:13])[OH:12]>O>[P:11]([OH:15])([OH:14])([OH:13])=[O:12].[N:1]([CH2:8][CH2:9][OH:10])([CH2:5][CH2:6][OH:7])[CH2:2][CH2:3][OH:4] |f:3.4|. Reported procedure: 77 grams of triethanolamine (0.52 mole) is added to 200 grams of water with stirring, followed by the addition of 20 grams of an 85% solution of phosphoric acid (0.17 mole phosphoric acid), to form a solution of triethanolamine phosphate. 221 grams (0.76 mole) of antimony trioxide, 1201 grams of water, and 147 grams (1.51 moles) of hydrogen peroxide are heated at reflux for approximately 22 minutes. The triethanolamine phosphate solution from above is then charged to the reaction mixture. The pr... Reactants: CC(C)CN, CCOC(=O)C1=Cc2ccc(F)cc2OC1C(F)(F)F, [K+], [K+], O=C([O-])[O-], CN(C)C=O. Yields the product CCOC(=O)C1=Cc2ccc(NCC(C)C)cc2OC1C(F)(F)F. Reaction SMILES: [CH2:21]([CH:22]([CH3:23])[CH3:24])[NH2:25].[F:1][c:2]1[cH:3][cH:4][c:5]2[c:10]([cH:11]1)[O:9][CH:8]([C:12]([F:13])([F:14])[F:15])[C:7]([C:16](=[O:17])[O:18][CH2:19][CH3:20])=[CH:6]2.[K+:26].[K+:27].[O-:28][C:29]([O-:30])=[O:31].[O:32]=[CH:33][N:34]([CH3:35])[CH3:36]>>[c:2]1([NH:25][CH2:21][CH:22]([CH3:23])[CH3:24])[cH:3][cH:4][c:5]2[c:10]([cH:11]1)[O:9][CH:8]([C:12]([F:13])([F:14])[F:15])[C:7]([C:16](=[O:17])[O:18][CH2:19][CH3:20])=[CH:6]2. Starting materials: OC=1C=C(C=CC1)/C=C/CN1C(=CC=C1)C(=O)C1=CC=C(C=C1)C ({1-[(2E)-3-(3-hydroxyphenyl)-2-propenyl]-1H-pyrrol-2-yl}(4-methylphenyl)methanone), C([O-])([O-])=O.[K+].[K+] (potassium carbonate), C(O)([O-])=O.[Na+] (sodium hydrogencarbonate), BrCCCC(=O)OCC (ethyl 4-bromo-n-butyrate). Run in CN(C=O)C (N,N-dimethylformamide). Run at temperature 45 celsius, time 2 hour. Yields the product CC1=CC=C(C(=O)C=2N(C=CC2)C/C=C/C=2C=C(OCCCC(=O)OCC)C=CC2)C=C1 (ethyl 4-(3-{(1E)-3-[2-(4-methylbenzoyl)-1H-pyrrol-1-yl]-1-propenyl}phenoxy)butyrate). Yield: 461.2%. RXN SMILES: [OH:1][C:2]1[CH:3]=[C:4](/[CH:8]=[CH:9]/[CH2:10][N:11]2[CH:15]=[CH:14][CH:13]=[C:12]2[C:16]([C:18]2[CH:23]=[CH:22][C:21]([CH3:24])=[CH:20][CH:19]=2)=[O:17])[CH:5]=[CH:6][CH:7]=1.C(=O)([O-])[O-].[K+].[K+].Br[CH2:32][CH2:33][CH2:34][C:35]([O:37][CH2:38][CH3:39])=[O:36].C(=O)([O-])O.[Na+]>CN(C)C=O>[CH3:24][C:21]1[CH:20]=[CH:19][C:18]([C:16]([C:12]2[N:11]([CH2:10]/[CH:9]=[CH:8]/[C:4]3[CH:3]=[C:2]([CH:7]=[CH:6][CH:5]=3)[O:1][CH2:32][CH2:33][CH2:34][C:35]([O:37][CH2:38][CH3:39])=[O:36])[CH:15]=[CH:14][CH:13]=2)=[O:17])=[CH:23][CH:22]=1 |f:1.2.3,5.6|. Procedure details: To a solution of the compound (180 mg, 0.567 mmol) of Example 6-2 in N,N-dimethylformamide (3.0 ml) was added potassium carbonate (100 mg, 0.724 mmol) and ethyl 4-bromo-n-bytyrate (105 mg, 0.538 mmol), and the mixture was stirred for 2 hours at 45° C. To the reaction mixture was further added ethyl 4-bromo-n-butyrate (20.0 mg, 0.100 mmol) and the mixture was stirred for additional 9 hours at 50° C. Thereto was added an aqueous sodium hydrogencarbonate solution and the mixture was extracted with ... Reactants: [H-].[Al+3].[Li+].[H-].[H-].[H-] (lithium aluminum hydride), N1=C(C=CC2=CC=CC=C12)/C=C/C=1C=C(C(=O)OC)C=CC1 (methyl 3-[2(E)-(quinolin-2-yl)ethenyl]benzoate). Solvent: O1CCCC1 (tetrahydrofuran), [OH-].[Na+] (sodium hydroxide). Run at time 30 minute. The product is N1=C(C=CC2=CC=CC=C12)/C=C/C=1C=C(CO)C=CC1 (3-[2(E)-(Quinolin-2-yl)ethenyl]benzyl alcohol). RXN SMILES: [H-].[Al+3].[Li+].[H-].[H-].[H-].[N:7]1[C:16]2[C:11](=[CH:12][CH:13]=[CH:14][CH:15]=2)[CH:10]=[CH:9][C:8]=1/[CH:17]=[CH:18]/[C:19]1[CH:20]=[C:21]([CH:26]=[CH:27][CH:28]=1)[C:22](OC)=[O:23]>O1CCCC1.[OH-].[Na+]>[N:7]1[C:16]2[C:11](=[CH:12][CH:13]=[CH:14][CH:15]=2)[CH:10]=[CH:9][C:8]=1/[CH:17]=[CH:18]/[C:19]1[CH:20]=[C:21]([CH:26]=[CH:27][CH:28]=1)[CH2:22][OH:23] |f:0.1.2.3.4.5,8.9|. Procedure: Solid lithium aluminum hydride (025 g) is added in portions to a stirred solution of methyl 3-[2(E)-(quinolin-2-yl)ethenyl]benzoate (2.1 g, 7.3 mmol) in tetrahydrofuran (50 ml). The mixture is stirred for 30 minutes, diluted with sodium hydroxide solution and extracted with ethyl acetate. The extract is dried and evaporated and the residue chromatographed on silica in ethyl acetate-hexane. Reactants: C1(CCCCCN1)=O (caprolactam), C1(=C(C=CC=C1)N)N (o-phenylene diamine), S(O)(O)(=O)=O (sulphuric acid). Yields the product NCCCCCC=1NC2=C(N1)C=CC=C2 (2-(5'-aminopentyl)-benzimidazole). RXN SMILES: [C:1]1(=O)[NH:7][CH2:6][CH2:5][CH2:4][CH2:3][CH2:2]1.[C:9]1([NH2:16])[CH:14]=[CH:13][CH:12]=[CH:11][C:10]=1[NH2:15].S(=O)(=O)(O)O>>[NH2:7][CH2:6][CH2:5][CH2:4][CH2:3][CH2:2][C:1]1[NH:15][C:10]2[CH:11]=[CH:12][CH:13]=[CH:14][C:9]=2[N:16]=1. Procedure details: 339.5 g (3 mols) of caprolactam, 430 g (4 mols) of o-phenylene diamine and 30 g of 50 % by weight sulphuric acid are reacted in the same way as described in Example 3, giving 510 g (83.7 % of the theoretical) of 2-(5'-aminopentyl)-benzimidazole with a boiling point at 0.1 Torr of 210° to 220°C, and a melting point of 101°C. The reactants are CC(=O)OC(C)=O, CCO, Nc1ccc(C(=O)O)c(O)c1. Product: CC(=O)Nc1ccc(C(=O)O)c(O)c1. Reaction SMILES: [CH3:12][C:13](=[O:14])[O:15][C:16](=[O:17])[CH3:18].[CH3:19][CH2:20][OH:21].[NH2:1][c:2]1[cH:3][cH:4][c:5]([C:6]([OH:7])=[O:8])[c:9]([OH:10])[cH:11]1>>[NH:1]([c:2]1[cH:3][cH:4][c:5]([C:6]([OH:7])=[O:8])[c:9]([OH:10])[cH:11]1)[C:13]([CH3:12])=[O:14]. Starting materials: CC(C)(C)OC(=O)N1C(CNCc2ccccc2)COC1(C)C, [BH3-]C#N, CO, CC=O, [Na+]. Product: CCN(Cc1ccccc1)CC1COC(C)(C)N1C(=O)OC(C)(C)C. As a reaction SMILES: [C:1]([CH3:2])([CH3:3])([CH3:4])[O:5][C:6](=[O:7])[N:8]1[C:9]([CH3:22])([CH3:23])[O:10][CH2:11][CH:12]1[CH2:13][NH:14][CH2:15][c:16]1[cH:17][cH:18][cH:19][cH:20][cH:21]1.[C:27]([BH3-:28])#[N:29].[CH3:31][OH:32].[CH:24]([CH3:25])=[O:26].[Na+:30]>>[C:1]([CH3:2])([CH3:3])([CH3:4])[O:5][C:6](=[O:7])[N:8]1[C:9]([CH3:22])([CH3:23])[O:10][CH2:11][CH:12]1[CH2:13][N:14]([CH2:15][c:16]1[cH:17][cH:18][cH:19][cH:20][cH:21]1)[CH2:24][CH3:25]. The reactants are O1C(CCCC1)ONC(=O)[C@@H](C\C=C\C1=CC=CC=C1)[C@H](C(=O)NN(S(=O)(=O)CCC1=NC=CC=C1)CC(C)C)CC(C)C ((E)-2(R)-[1(S)-[(tetrahydro-2(RS)-pyranyloxy)carbamoyl]-4-phenyl-3-butenyl]-2′-isobutyl-4-methyl-2′-[2-(2-pyridyl)ethanesulphonyl]-valerohydrazide), solution, Cl (hydrogen chloride). The solvent is CO (methanol), O1CCOCC1 (dioxan). Reaction conditions: time 3 hour. Yields the product Cl.ONC(=O)[C@@H](C\C=C\C1=CC=CC=C1)[C@H](C(=O)NN(S(=O)(=O)CCC1=NC=CC=C1)CC(C)C)CC(C)C ((E)-2(R)-[1(S)-(hydroxycarbamoyl)-4-phenyl-3-butenyl]-2′-isobutyl-4-methyl-2′-[2-(2-pyridyl)ethanesulphonyl]valerohydrazide hydrochloride). Reaction SMILES: O1CCCCC1[O:7][NH:8][C:9]([C@H:11]([C@@H:21]([CH2:41][CH:42]([CH3:44])[CH3:43])[C:22]([NH:24][N:25]([CH2:37][CH:38]([CH3:40])[CH3:39])[S:26]([CH2:29][CH2:30][C:31]1[CH:36]=[CH:35][CH:34]=[CH:33][N:32]=1)(=[O:28])=[O:27])=[O:23])[CH2:12]/[CH:13]=[CH:14]/[C:15]1[CH:20]=[CH:19][CH:18]=[CH:17][CH:16]=1)=[O:10].[ClH:45]>CO.O1CCOCC1>[ClH:45].[OH:7][NH:8][C:9]([C@H:11]([C@@H:21]([CH2:41][CH:42]([CH3:44])[CH3:43])[C:22]([NH:24][N:25]([CH2:37][CH:38]([CH3:39])[CH3:40])[S:26]([CH2:29][CH2:30][C:31]1[CH:36]=[CH:35][CH:34]=[CH:33][N:32]=1)(=[O:27])=[O:28])=[O:23])[CH2:12]/[CH:13]=[CH:14]/[C:15]1[CH:16]=[CH:17][CH:18]=[CH:19][CH:20]=1)=[O:10] |f:4.5|. Reported procedure: A solution of 0.547 g of (E)-2(R)-[1(S)-[(tetrahydro-2(RS)-pyranyloxy)carbamoyl]-4-phenyl-3-butenyl]-2′-isobutyl-4-methyl-2′-[2-(2-pyridyl)ethanesulphonyl]-valerohydrazide in 5 ml of methanol was treated with 4 ml of a 1 M solution of hydrogen chloride in dioxan. The mixture was stirred at room temperature for 3 hours and evaporated. The residue was triturated with diethyl ether to give 0.463 g of (E)-2(R)-[1(S)-(hydroxycarbamoyl)-4-phenyl-3-butenyl]-2′-isobutyl-4-methyl-2′-[2-(2-pyridyl)ethanes...